Dataset: the Open Reaction Database (ORD), a public repository of structured organic reaction records. Task: describe an organic reaction: reactants, conditions, products, and yield Starting materials: C(C)(C)(C)OC(=O)NC(=NC1=CC(=CC=C1)C1=NC=CC=C1O[Si](C)(C)C(C)(C)C)NC(=O)OC(C)(C)C (N,N′-bis(tert-butoxycarbonyl)-N″-(3-(3-tert-butyldimethylsilyloxypyridine-2-yl)phenyl)guanidine), Cl (hydrogen chloride). Solvent: ClCCl (dichloromethane), O1CCOCC1 (1,4-dioxane). Run at time 18 hour. Product: Cl.Cl.OC=1C(=NC=CC1)C=1C=C(C=CC1)NC(=N)N (3-(3-hydroxypyridin-2-yl)phenylguanidine dihydrochloride). Reaction SMILES: C(OC([NH:8][C:9]([NH:31]C(OC(C)(C)C)=O)=[N:10][C:11]1[CH:16]=[CH:15][CH:14]=[C:13]([C:17]2[C:22]([O:23][Si](C(C)(C)C)(C)C)=[CH:21][CH:20]=[CH:19][N:18]=2)[CH:12]=1)=O)(C)(C)C.[ClH:39]>ClCCl.O1CCOCC1>[ClH:39].[ClH:39].[OH:23][C:22]1[C:17]([C:13]2[CH:12]=[C:11]([NH:10][C:9]([NH2:31])=[NH:8])[CH:16]=[CH:15][CH:14]=2)=[N:18][CH:19]=[CH:20][CH:21]=1 |f:4.5.6|. Reported procedure: To a solution of N,N′-bis(tert-butoxycarbonyl)-N″-(3-(3-tert-butyldimethylsilyloxypyridine-2-yl)phenyl)guanidine (300 mg) in dichloromethane (3 ml) was added a solution of hydrogen chloride in 1,4-dioxane (4N, 6 ml), and the mixture was stirred at room temperature for 18 hours. The solvent was evaporated under reduced pressure. To the residue was added 5% ethanol in ethyl acetate (100 ml), and the precipitate was collected by filtration and dried under reduced pressure to give 3-(3-hydroxypyridi... Reactants: C1(CC1)C(=O)N (cyclopropanecarboxamide), F[B-](F)(F)F.C(C)[O+](CC)CC (triethyloxonium tetrafluoroborate), NC=1C(=C2C(=NC1)C=CS2)N[C@@H]2CC[C@H](CC2)CC#N ({trans-4-[(6-aminothieno[3,2-b]pyridin-7-yl)amino]cyclohexyl}acetonitrile). Run in C(C)O (ethanol), O1CCCC1 (tetrahydrofuran). Conditions: time 1 hour. Product: C1(CC1)C1=NC=2C(=C3C(=NC2)C=CS3)N1[C@@H]1CC[C@H](CC1)CC#N ([trans-4-(2-Cyclopropyl-1H-imidazo[4,5-d]thieno[3,2-b]pyridin-1-yl)cyclohexyl]acetonitrile). Isolated yield 9.6%. As a reaction SMILES: [CH:1]1([C:4](N)=O)[CH2:3][CH2:2]1.F[B-](F)(F)F.C([O+](CC)CC)C.[NH2:19][C:20]1[C:21]([NH:29][C@H:30]2[CH2:35][CH2:34][C@H:33]([CH2:36][C:37]#[N:38])[CH2:32][CH2:31]2)=[C:22]2[S:28][CH:27]=[CH:26][C:23]2=[N:24][CH:25]=1>O1CCCC1.C(O)C>[CH:1]1([C:4]2[N:29]([C@H:30]3[CH2:31][CH2:32][C@H:33]([CH2:36][C:37]#[N:38])[CH2:34][CH2:35]3)[C:21]3=[C:22]4[S:28][CH:27]=[CH:26][C:23]4=[N:24][CH:25]=[C:20]3[N:19]=2)[CH2:3][CH2:2]1 |f:1.2|. Procedure: A mixture of cyclopropanecarboxamide (65.0 mg, 0.764 mmol) and triethyloxonium tetrafluoroborate (145 mg, 0.763 mmol) in tetrahydrofuran (0.4 mL) was stirred at room temperature for 1 h and then concentrated. A mixture of {trans-4-[(6-aminothieno[3,2-b]pyridin-7-yl)amino]cyclohexyl}acetonitrile (22 mg, 0.077 mmol), and the above made reagent in ethanol (0.70 mL) was heated at reflux for 2 h. The mixture was purified on prep-HPLC (XBridge C18 column, eluting with a gradient of acetonitrile/water ... Reactants: CCOC(=O)C(=NOC)C1(C)OCCO1, CC(=O)O, CC(C)OC(C)C, [Cl-], [Li+], O, O=S(=O)(Cl)Cl. The product is CCOC(=O)C(=NOC)C1(CCl)OCCO1. As a reaction SMILES: [CH3:1][O:2][N:3]=[C:4]([C:5](=[O:6])[O:7][CH2:8][CH3:9])[C:10]1([CH3:11])[O:12][CH2:13][CH2:14][O:15]1.[CH3:30][C:31](=[O:32])[OH:33].[CH:23]([O:24][CH:25]([CH3:26])[CH3:27])([CH3:28])[CH3:29].[Cl-:17].[Li+:16].[OH2:34].[S:18]([Cl:19])(=[O:20])([Cl:21])=[O:22]>>[CH3:1][O:2][N:3]=[C:4]([C:5](=[O:6])[O:7][CH2:8][CH3:9])[C:10]1([CH2:11][Cl:21])[O:12][CH2:13][CH2:14][O:15]1. Starting materials: C1CCOC1, CCOC(C)=O, C[Si](C)(C)c1cn(-c2cccc([N+](=O)[O-])c2)nn1. Product: O=[N+]([O-])c1cccc(-n2ccnn2)c1. Reaction SMILES: [CH2:19]1[O:20][CH2:21][CH2:22][CH2:23]1.[CH3:24][CH2:25][O:26][C:27](=[O:28])[CH3:29].[N+:1](=[O:2])([O-:3])[c:4]1[cH:5][c:6](-[n:10]2[n:11][n:12][c:13]([Si:15]([CH3:16])([CH3:17])[CH3:18])[cH:14]2)[cH:7][cH:8][cH:9]1>>[N+:1](=[O:2])([O-:3])[c:4]1[cH:5][c:6](-[n:10]2[n:11][n:12][cH:13][cH:14]2)[cH:7][cH:8][cH:9]1. Starting materials: C(=O)=O (carbon dioxide), Cl (hydrochloric acid), ClC=1C=C(CN2C(C=C(C3=CC=C(C=C23)F)C)=O)C=CC1Cl (1-(3,4-Dichlorobenzyl)-1,2-dihydro-7-fluoro-4-methyl-2-oxoquinoline), C(CCC)[Li] (n-butyl-lithium). Solvent: O1CCCC1 (tetrahydrofuran), O (Water), CCCCCC (hexane), O1CCCC1 (tetrahydrofuran), C(C)N(CC)CC (triethylamine). Run at time 1 hour. Product: ClC=1C=C(CN2C(C=C(C3=CC=C(C=C23)F)CC(=O)O)=O)C=CC1Cl (1-(3,4-dichlorobenzyl)-1,2-dihydro-7-fluoro-2-oxoquinol-4-ylacetic acid). Isolated yield 66.0%. As a reaction SMILES: [Cl:1][C:2]1[CH:3]=[C:4]([CH:19]=[CH:20][C:21]=1[Cl:22])[CH2:5][N:6]1[C:15]2[C:10](=[CH:11][CH:12]=[C:13]([F:16])[CH:14]=2)[C:9]([CH3:17])=[CH:8][C:7]1=[O:18].C([Li])CCC.[C:28](=[O:30])=[O:29].Cl>CCCCCC.O1CCCC1.O.C(N(CC)CC)C>[Cl:1][C:2]1[CH:3]=[C:4]([CH:19]=[CH:20][C:21]=1[Cl:22])[CH2:5][N:6]1[C:15]2[C:10](=[CH:11][CH:12]=[C:13]([F:16])[CH:14]=2)[C:9]([CH2:17][C:28]([OH:30])=[O:29])=[CH:8][C:7]1=[O:18]. Procedure: 1-(3,4-Dichlorobenzyl)-1,2-dihydro-7-fluoro-4-methyl-2-oxoquinoline (7g.) was added portionwise to a solution of n-butyl-lithium (9.8 ml. of a 2.32 N-solution in hexane) and triethylamine (1.15 g.) in dry tetrahydrofuran (150 ml.) maintained at -40° C. The mixture was stirred at -30° C. to -40° C. for one hour under an atmosphere of dry argon, and then added to a saturated solution of dry carbon dioxide in dry tetrahydrofuran (200 ml.). The mixture was stirred at -30° C. for 2 hours and then all... The reactants are C1(=CCCCC1)C1=CC=C(C=N1)O (6-cyclohex-1-enyl-pyridin-3-ol). Reagents/catalysts: [Pd] (Pd/C). Run in CO (methanol). Reaction conditions: time 3 hour. Product: C1(CCCCC1)C1=CC=C(C=N1)O (6-Cyclohexyl-pyridin-3-ol). RXN SMILES: [C:1]1([C:7]2[N:12]=[CH:11][C:10]([OH:13])=[CH:9][CH:8]=2)[CH2:6][CH2:5][CH2:4][CH2:3][CH:2]=1>CO.[Pd]>[CH:1]1([C:7]2[N:12]=[CH:11][C:10]([OH:13])=[CH:9][CH:8]=2)[CH2:2][CH2:3][CH2:4][CH2:5][CH2:6]1. Procedure: To a solution of 6-cyclohex-1-enyl-pyridin-3-ol (2.2 g, 12.6 mmol) in methanol (45 ml) was added 10% Pd/C (0.22 g) under N2. This mixture was stirred under hydrogen (1 atm) for 3 h. The reaction mixture was filtered through celite. The filtrate was concentrated to a solid (2.2 g) to provide the title compound. Procedure details: 3-Acetyl-7-chlorosulfonyl-8-methoxy-2,3,4,5-tetrahydro-1H-3-benzazepine (2 g) is stirred with 10 ml of 40% aqueous methylamine, then treated with hydrochloric acid and concentrated in vacuo to give 8-methoxy-7-(N-methylsulfamoyl)-2,3,4,5-tetrahydro-1H-3-benzazepine hydrochloride. This 8-methoxy-7-(N-methylsulfamoyl) compound is refluxed with 48% hydrobromic acid according to the procedure of Example 1 to give 8-hydroxy-7-(N-methylsulfamoyl)-2,3,4,5-tetrahydro-1H-3-benzazepine hydrobromide. Yields the product Cl.COC=1C(=CC2=C(CCNCC2)C1)S(NC)(=O)=O (8-methoxy-7-(N-methylsulfamoyl)-2,3,4,5-tetrahydro-1H-3-benzazepine hydrochloride). As a reaction SMILES: C([N:4]1[CH2:10][CH2:9][C:8]2[CH:11]=[C:12]([O:19][CH3:20])[C:13]([S:15]([Cl:18])(=[O:17])=[O:16])=[CH:14][C:7]=2[CH2:6][CH2:5]1)(=O)C.Cl.[CH3:22][NH2:23]>>[ClH:18].[CH3:20][O:19][C:12]1[C:13]([S:15](=[O:17])(=[O:16])[NH:23][CH3:22])=[CH:14][C:7]2[CH2:6][CH2:5][NH:4][CH2:10][CH2:9][C:8]=2[CH:11]=1 |f:3.4|. Starting materials: C(C)(=O)N1CCC2=C(CC1)C=C(C(=C2)S(=O)(=O)Cl)OC (3-Acetyl-7-chlorosulfonyl-8-methoxy-2,3,4,5-tetrahydro-1H-3-benzazepine), CN (methylamine), Cl (hydrochloric acid).